This data is from the Open Reaction Database (ORD), a public repository of structured organic reaction records. The task is: describe an organic reaction: reactants, conditions, products, and yield Starting materials: C(C)OP(OCC)[O-] (diethylphosphite), C1(C=CCCC1)=O (2-cyclohexen-1-one). Yields the product O=C1CCCC(C1)P(OCC)(=O)OCC (Diethyl 5-oxocyclohexanephosphonate). As a reaction SMILES: [CH2:1]([O:3][P:4]([O-:8])[O:5][CH2:6][CH3:7])[CH3:2].[C:9]1(=[O:15])[CH2:14][CH2:13][CH2:12][CH:11]=[CH:10]1>>[O:15]=[C:9]1[CH2:14][CH:13]([P:4]([O:5][CH2:6][CH3:7])(=[O:8])[O:3][CH2:1][CH3:2])[CH2:12][CH2:11][CH2:10]1. Procedure details: Diethyl 5-oxocyclohexanephosphonate (B.Pt. 142°-3° C./0.2 mm) was prepared by the base catalysed addition of diethylphosphite to 2-cyclohexen-1-one.